Dataset: the Open Reaction Database (ORD), a public repository of structured organic reaction records. Task: describe an organic reaction: reactants, conditions, products, and yield Reactants: C1(CCCCC1)C(O)C1=NN(C2=CC=CC=C12)C1=CC=CC=C1 (cyclohexyl(1-phenyl-1H-indazol-3-yl)methanol), N1=CC=CC=C1 (pyridine), C(O)([O-])=O.[Na+] (sodium hydrogen carbonate), S(=O)(Cl)Cl (thionyl chloride). Solvent: C1(=CC=CC=C1)C (toluene). Reaction conditions: time 2 hour. The product is ClC(C1=NN(C2=CC=CC=C12)C1=CC=CC=C1)C1CCCCC1 (3-[chloro(cyclohexyl)methyl]-1-phenyl-1H-indazole). As a reaction SMILES: [CH:1]1([CH:7]([C:9]2[C:17]3[C:12](=[CH:13][CH:14]=[CH:15][CH:16]=3)[N:11]([C:18]3[CH:23]=[CH:22][CH:21]=[CH:20][CH:19]=3)[N:10]=2)O)[CH2:6][CH2:5][CH2:4][CH2:3][CH2:2]1.N1C=CC=CC=1.S(Cl)([Cl:32])=O.C(=O)([O-])O.[Na+]>C1(C)C=CC=CC=1>[Cl:32][CH:7]([CH:1]1[CH2:6][CH2:5][CH2:4][CH2:3][CH2:2]1)[C:9]1[C:17]2[C:12](=[CH:13][CH:14]=[CH:15][CH:16]=2)[N:11]([C:18]2[CH:23]=[CH:22][CH:21]=[CH:20][CH:19]=2)[N:10]=1 |f:3.4|. Procedure: To a mixture of cyclohexyl(1-phenyl-1H-indazol-3-yl)methanol (716 mg) synthesized above, pyridine (284 μL) and toluene (20 mL) was added thionyl chloride (256 μL), and the mixture was stirred at room temperature for 2 hr. Saturated aqueous sodium hydrogen carbonate solution was added to quench the reaction, and the mixture was extracted with ethyl acetate. The extract was washed with saturated brine, dried over magnesium sulfate, and concentrated under reduced pressure to give the title object c... Reactants: CCO, CCOC(=O)CCc1ccc(NCC2CCCCC2)cc1, Cl, [K+], [OH-], O. The product is O=C(O)CCc1ccc(NCC2CCCCC2)cc1. As a reaction SMILES: [CH3:24][CH2:25][OH:26].[CH:1]1([CH2:7][NH:8][c:9]2[cH:10][cH:11][c:12]([CH2:13][CH2:14][C:15](=[O:16])[O:17][CH2:18][CH3:19])[cH:20][cH:21]2)[CH2:2][CH2:3][CH2:4][CH2:5][CH2:6]1.[ClH:27].[K+:23].[OH-:22].[OH2:28]>>[CH:1]1([CH2:7][NH:8][c:9]2[cH:10][cH:11][c:12]([CH2:13][CH2:14][C:15](=[O:16])[OH:17])[cH:20][cH:21]2)[CH2:2][CH2:3][CH2:4][CH2:5][CH2:6]1. Starting materials: Cl.CC1=CC(=NC(=C1)C1=CC=C(C=C1)N)C(=O)OCC (ethyl 4-methyl-6-(4-aminophenyl)-2-pyridinecarboxylate hydrochloride), C([O-])([O-])=O.[K+].[K+] (potassium carbonate), CI (methyl iodide), CN(C=O)C (dimethylformamide). Reaction conditions: temperature 130 celsius, time 3 hour. Yields the product CC1=CC(=NC(=C1)C1=CC=C(C=C1)N(C)C)C(=O)OCC (ethyl 4-methyl-6-(4-dimethylaminophenyl)-2-pyridinecarboxylate). As a reaction SMILES: Cl.[CH3:2][C:3]1[CH:8]=[C:7]([C:9]2[CH:14]=[CH:13]C(N)=[CH:11][CH:10]=2)[N:6]=[C:5]([C:16]([O:18][CH2:19][CH3:20])=[O:17])[CH:4]=1.C(=O)([O-])[O-].[K+].[K+].CI.[CH3:29][N:30]([CH3:33])[CH:31]=O>>[CH3:2][C:3]1[CH:8]=[C:7]([C:9]2[CH:10]=[CH:11][C:31]([N:30]([CH3:33])[CH3:29])=[CH:13][CH:14]=2)[N:6]=[C:5]([C:16]([O:18][CH2:19][CH3:20])=[O:17])[CH:4]=1 |f:0.1,2.3.4|. Procedure: A mixture of ethyl 4-methyl-6-(4-aminophenyl)-2-pyridinecarboxylate hydrochloride (3.5 g), anhydrous potassium carbonate (8.8 g), dimethylformamide (30 ml) and methyl iodide (10 ml) is agitated at 50° C. for 30 minutes and further at 130° C. for 3 hours. After cooling, the reaction mixture is filtered to remove potassium carbonate. The filtrate is concentrated under reduced pressure in order to distill off the solvent. To the resulting residue is added water, and the mixture is extracted with et... Reactants: NC1=C2CCC=3C=CC(=C(C(=C1)Cl)C32)Cl (3-Amino-5,6-dichloroacenaphthene), C(C)(=O)OC(C)=O (acetic anhydride). Run in C(C)(=O)O (acetic acid). Run at temperature 10 celsius. Yields the product C(C)(=O)NC1=C2CCC=3C=CC(=C(C(=C1)Cl)C32)Cl (3-Acetylamino-5,6-dichloroacenaphthene). Reaction SMILES: [NH2:1][C:2]1[CH:12]=[C:11]([Cl:13])[C:10]2[C:14]3[C:3]=1[CH2:4][CH2:5][C:6]=3[CH:7]=[CH:8][C:9]=2[Cl:15].[C:16](OC(=O)C)(=[O:18])[CH3:17]>C(O)(=O)C>[C:16]([NH:1][C:2]1[CH:12]=[C:11]([Cl:13])[C:10]2[C:14]3[C:3]=1[CH2:4][CH2:5][C:6]=3[CH:7]=[CH:8][C:9]=2[Cl:15])(=[O:18])[CH3:17]. Reported procedure: A suspension of 3-amino-5,6-dichloroacenaphthene (3.3 g, 13.8 mmol, from Example D4) in 10 mL of acetic acid was treated with 10 mL of acetic anhydride and heated on a steam bath for 1 hour. The reaction was cooled to 10° C., and the solid was removed by filtration, washed with petroleum ether, and dried in vacuo to give 3.5 g of the title compound. Starting materials: C(#N)C=1C=CC(=C(CN2N=C(C=C2C)CCC(=O)O)C1)OCC(CC)CC (3-{1-[5-Cyano-2-(2-ethyl-butoxy)-benzyl]-5-methyl-1H-pyrazol-3-yl}-propionic acid), [OH-].[Na+] (NaOH), CO (MeOH). Reaction conditions: temperature 140 celsius. Product: C(=O)(O)C=1C=CC(=C(CN2N=C(C=C2C)CCC(=O)O)C1)OCC(CC)CC (3-{1-[5-Carboxy-2-(2-ethyl-butoxy)-benzyl]-5-methyl-1H-pyrazol-3-yl}-propionic acid). RXN SMILES: [C:1]([C:3]1[CH:4]=[CH:5][C:6]([O:21][CH2:22][CH:23]([CH2:26][CH3:27])[CH2:24][CH3:25])=[C:7]([CH:20]=1)[CH2:8][N:9]1[C:13]([CH3:14])=[CH:12][C:11]([CH2:15][CH2:16][C:17]([OH:19])=[O:18])=[N:10]1)#N.[OH-:28].[Na+].C[OH:31]>>[C:1]([C:3]1[CH:4]=[CH:5][C:6]([O:21][CH2:22][CH:23]([CH2:26][CH3:27])[CH2:24][CH3:25])=[C:7]([CH:20]=1)[CH2:8][N:9]1[C:13]([CH3:14])=[CH:12][C:11]([CH2:15][CH2:16][C:17]([OH:19])=[O:18])=[N:10]1)([OH:31])=[O:28] |f:1.2|. Procedure details: The title compound was prepared from 1 3-{1-[5-Cyano-2-(2-ethyl-butoxy)-benzyl]-5-methyl-1H-pyrazol-3-yl}-propionic acid following the methods described in example 64, but replacing LiOH with NaOH and adding MeOH as co-solvent while heating in a microwave reactor at 140° C. in a microwave reactor for 30 min. Starting materials: N[C@@H]1[C@H](CC=2C=CC(=CC2C1(C)C)C(=O)N)OC ((6S,7S)-7-amino-6-methoxy-8,8-dimethyl-5,6,7,8-tetrahydro-naphthalene-2-carboxylic acid amide), O=CCCNC(=O)C1CCCCC1 (cyclohexanecarboxylic acid (3-oxo-propyl)-amide), C(=O)(C(F)(F)F)O (TFA). Yields the product C1(CCCCC1)C(=O)NCCCN[C@@H]1[C@H](CC=2C=CC(=CC2C1(C)C)C(=O)N)OC ((6S,7S)-7-[3-(Cyclohexanecarbonyl-amino)-propylamino]-6-methoxy-8,8-dimethyl-5,6,7,8-tetrahydro-naphthalene-2-carboxylic acid amide). RXN SMILES: [NH2:1][C@H:2]1[C:11]([CH3:13])([CH3:12])[C:10]2[CH:9]=[C:8]([C:14]([NH2:16])=[O:15])[CH:7]=[CH:6][C:5]=2[CH2:4][C@@H:3]1[O:17][CH3:18].O=[CH:20][CH2:21][CH2:22][NH:23][C:24]([CH:26]1[CH2:31][CH2:30][CH2:29][CH2:28][CH2:27]1)=[O:25].C(O)(C(F)(F)F)=O>>[CH:26]1([C:24]([NH:23][CH2:22][CH2:21][CH2:20][NH:1][C@H:2]2[C:11]([CH3:13])([CH3:12])[C:10]3[CH:9]=[C:8]([C:14]([NH2:16])=[O:15])[CH:7]=[CH:6][C:5]=3[CH2:4][C@@H:3]2[O:17][CH3:18])=[O:25])[CH2:31][CH2:30][CH2:29][CH2:28][CH2:27]1. Reported procedure: Following the process of Example 11(c) using (6S,7S)-7-amino-6-methoxy-8,8-dimethyl-5,6,7,8-tetrahydro-naphthalene-2-carboxylic acid amide and cyclohexanecarboxylic acid (3-oxo-propyl)-amide the TFA salt of the title compound was prepared. (m/z): [M+H]+ calcd for C24H37N3O3, 416.28; found, 416.6.